Dataset: the Open Reaction Database (ORD), a public repository of structured organic reaction records. Task: describe an organic reaction: reactants, conditions, products, and yield Yields the product crude product, C(C)C1=C(C=CC(=N1)CN1CC(C1)C(=O)OC)C1=NOC(=N1)C1=CC(=C(C=C1)CC(C)C)C (Methyl 1-({6-ethyl-5-[5-(4-isobutyl-3-methylphenyl)-1,2,4-oxadiazol-3-yl]pyridin-2-yl}methyl)azetidine-3-carboxylate). Reported procedure: The crude product of the title compound was synthesized by conducting the similar reaction to that mentioned in Example 23 (23g) using {6-ethyl-5-[5-(4-isobutyl-3-methylphenyl)-1,2,4-oxadiazol-3-yl]pyridin-2-yl}methanol (0.15 g, 0.42 mmol) that was obtained in Example 29 (29a), carbon tetrabromide (0.28 g, 0.84 mmol), triphenylphosphine (0.22 g, 0.84 mmol), methyl 3-azetidinecarboxylate hydrochloride (96 mg, 0.63 mmol), and N,N-diisopropylethylamine (0.22 ml, 1.3 mmol). Subsequently, the crude p... The reactants are C(Br)(Br)(Br)Br (carbon tetrabromide), C(C)(C)N(C(C)C)CC (N,N-diisopropylethylamine), Example 29 ( 29a ), Cl.N1CC(C1)C(=O)OC (methyl 3-azetidinecarboxylate hydrochloride), Example 23 ( 23g ), C(C)C1=C(C=CC(=N1)CO)C1=NOC(=N1)C1=CC(=C(C=C1)CC(C)C)C ({6-ethyl-5-[5-(4-isobutyl-3-methylphenyl)-1,2,4-oxadiazol-3-yl]pyridin-2-yl}methanol), C1(=CC=CC=C1)P(C1=CC=CC=C1)C1=CC=CC=C1 (triphenylphosphine). RXN SMILES: [CH2:1]([C:3]1[N:8]=[C:7]([CH2:9]O)[CH:6]=[CH:5][C:4]=1[C:11]1[N:15]=[C:14]([C:16]2[CH:21]=[CH:20][C:19]([CH2:22][CH:23]([CH3:25])[CH3:24])=[C:18]([CH3:26])[CH:17]=2)[O:13][N:12]=1)[CH3:2].C(Br)(Br)(Br)Br.C1(P(C2C=CC=CC=2)C2C=CC=CC=2)C=CC=CC=1.Cl.[NH:52]1[CH2:55][CH:54]([C:56]([O:58][CH3:59])=[O:57])[CH2:53]1.C(N(CC)C(C)C)(C)C>>[CH2:1]([C:3]1[N:8]=[C:7]([CH2:9][N:52]2[CH2:55][CH:54]([C:56]([O:58][CH3:59])=[O:57])[CH2:53]2)[CH:6]=[CH:5][C:4]=1[C:11]1[N:15]=[C:14]([C:16]2[CH:21]=[CH:20][C:19]([CH2:22][CH:23]([CH3:25])[CH3:24])=[C:18]([CH3:26])[CH:17]=2)[O:13][N:12]=1)[CH3:2] |f:3.4|. Reactants: CN(C(C(=S)OCC)=CC=C(C(=O)OCC)C1=CC=CC=C1)C (diethyl 2-dimethylamino-5-phenylthio-2,4-hexadienedioate), CC[O-].[Na+] (sodium ethylate), C(CC1=CC=CC=C1)SCC(=O)OCC (ethyl (phenethylthio)acetate), F[B-](F)(F)F.CN(C(=CC=[N+](C)C)C(=O)OCC)C (N-(3-dimethylamino-3-ethoxycarbonylpropenylidene)-N-methylmethanaminium tetrafluoroborate), ethanolic solution. The solvent is C(C)O (ethanol). Product: CN(C(C(=S)OCC)=CC=C(C(=O)OCC)CCC1=CC=CC=C1)C (Diethyl 2-dimethylamino-5-phenethylthio-2,4-hexadienedioate). RXN SMILES: [CH3:1][N:2]([CH3:23])[C:3](=[CH:9][CH:10]=[C:11](C1C=CC=CC=1)[C:12]([O:14][CH2:15][CH3:16])=[O:13])[C:4]([O:6][CH2:7][CH3:8])=[S:5].F[B-](F)(F)F.CN(C)C(C(OCC)=O)=CC=[N+](C)C.CC[O-].[Na+].[CH2:47](SCC(OCC)=O)[CH2:48][C:49]1[CH:54]=[CH:53][CH:52]=[CH:51][CH:50]=1>C(O)C>[CH3:23][N:2]([CH3:1])[C:3](=[CH:9][CH:10]=[C:11]([CH2:47][CH2:48][C:49]1[CH:50]=[CH:51][CH:52]=[CH:53][CH:54]=1)[C:12]([O:14][CH2:15][CH3:16])=[O:13])[C:4]([O:6][CH2:7][CH3:8])=[S:5] |f:1.2,3.4|. Procedure details: The procedure is as in Example 2 for the preparation of diethyl 2-dimethylamino-5-phenylthio-2,4-hexadienedioate, starting with N-(3-dimethylamino-3-ethoxycarbonylpropenylidene)-N-methylmethanaminium tetrafluoroborate (20 g), a 2M ethanolic solution of sodium ethylate (42 cc) and ethyl (phenethylthio)acetate (15.7 g) in ethanol (200 cc). Diethyl 2-dimethylamino-5-phenethylthio-2,4-hexadienedioate (22.8 g) is thereby obtained in the form of an orange-coloured oil, and is used in the crude state i... The reactants are BrC=1C(=NOC1N)C (4-bromo-3-methyl-5-aminoisoxazole), [H-].[Na+] (NaH), COC1=CC=C(CC2=C(C3=C(S2)C=CC=C3)S(=O)(=O)Cl)C=C1 (2-(4-methoxybenzyl)-benzo[b]thiophene-3-sulfonylchloride). The solvent is C1CCOC1 (THF). Yields the product BrC=1C(=NOC1NS(=O)(=O)C=1C2=C(SC1CC1=CC=C(C=C1)OC)C=CC=C2)C (N-(4-bromo-3-methyl-5-isoxazolyl)-2-(4-methoxybenzyl)benzo[b]thiophene-3-sulfonamide), white crystalline solid. Isolated yield 20.0%. As a reaction SMILES: [Br:1][C:2]1[C:3]([CH3:8])=[N:4][O:5][C:6]=1[NH2:7].[H-].[Na+].[CH3:11][O:12][C:13]1[CH:32]=[CH:31][C:16]([CH2:17][C:18]2[S:22][C:21]3[CH:23]=[CH:24][CH:25]=[CH:26][C:20]=3[C:19]=2[S:27](Cl)(=[O:29])=[O:28])=[CH:15][CH:14]=1>C1COCC1>[Br:1][C:2]1[C:3]([CH3:8])=[N:4][O:5][C:6]=1[NH:7][S:27]([C:19]1[C:20]2[CH:26]=[CH:25][CH:24]=[CH:23][C:21]=2[S:22][C:18]=1[CH2:17][C:16]1[CH:15]=[CH:14][C:13]([O:12][CH3:11])=[CH:32][CH:31]=1)(=[O:28])=[O:29] |f:1.2|. Reported procedure: N-(4-bromo-3-methyl-5-isoxazolyl)-2-(4-methoxybenzyl)benzo[b]thiophene-3-sulfonamide was prepared by the method of Example 41 with 4-bromo-3-methyl-5-aminoisoxazole (0.48 mmoles, 85 mg), NaH (1.2 mmoles, 48 mg), 2-(4-methoxybenzyl)-benzo[b]thiophene-3-sulfonylchloride (0.53 mmoles, 0.19 g) and THF (3 ml). Flash chromatography (50% ethyl acetate/hexanes) followed by recrystallization from methanol and water provided 46mg (20%) of a white crystalline solid, m.p. 120°-122° C. The product is S1C=NC=2C3=C(OC4=C(C12)C=CC=C4)C=CC=C3 (8-Oxa-1-thia-3-aza-dibenzo[e,h]azulene). The reactants are [OH-].[Na+] (sodium hydroxide), [P+3]=S (phosphorous (V) sulfide), C(=O)N (formamide), BrC1C2=C(OC3=C(C1=O)C=CC=C3)C=CC=C2 (11-bromo-11H-dibenzo[b,f]oxepin-10-one). Reported procedure: To a solution of phosphorous (V) sulfide (6.54 mmoles) in formamide (102 mmoles; 4.08 ml), a toluene solution (8.2 ml) of 11-bromo-11H-dibenzo[b,f]oxepin-10-one (4.60 mmoles) was added. The reaction mixture was heated under stirring and refluxing for 4 hours. Then the reaction mixture was neutralized with 10% sodium hydroxide and extracted with chloroform. After purification by chromatography on a silica gel column, a crystalline product was isolated. RXN SMILES: [P+3]=[S:2].[CH:3]([NH2:5])=O.Br[CH:7]1[C:13](=O)[C:12]2[CH:15]=[CH:16][CH:17]=[CH:18][C:11]=2[O:10][C:9]2[CH:19]=[CH:20][CH:21]=[CH:22][C:8]1=2.[OH-].[Na+]>C1(C)C=CC=CC=1>[S:2]1[C:13]2[C:12]3[CH:15]=[CH:16][CH:17]=[CH:18][C:11]=3[O:10][C:9]3[CH:19]=[CH:20][CH:21]=[CH:22][C:8]=3[C:7]=2[N:5]=[CH:3]1 |f:3.4|. The solvent is C1(=CC=CC=C1)C (toluene). Starting materials: CC(C)(C)OC(=O)NCCCCBr, COc1cc2c3c(c1OC)C(=O)CC3NCC2, CCOC(C)=O, [I-], [K+], [K+], [Na+], O=C([O-])[O-], CN(C)C=O, O. Product: COc1cc2c3c(c1OC)C(=O)CC3N(CCCCNC(=O)OC(C)(C)C)CC2. Reaction SMILES: [C:26]([CH3:27])([CH3:28])([CH3:29])[O:30][C:31]([NH:32][CH2:33][CH2:34][CH2:35][CH2:36][Br:37])=[O:38].[CH3:1][O:2][c:3]1[cH:4][c:5]2[c:16]3[c:12]([c:13]1[O:14][CH3:15])[C:11](=[O:17])[CH2:10][CH:9]3[NH:8][CH2:7][CH2:6]2.[CH3:44][CH2:45][O:46][C:47](=[O:48])[CH3:49].[I-:24].[K+:18].[K+:19].[Na+:25].[O-:20][C:21]([O-:22])=[O:23].[O:39]=[CH:40][N:41]([CH3:42])[CH3:43].[OH2:50]>>[CH3:1][O:2][c:3]1[cH:4][c:5]2[c:16]3[c:12]([c:13]1[O:14][CH3:15])[C:11](=[O:17])[CH2:10][CH:9]3[N:8]([CH2:36][CH2:35][CH2:34][CH2:33][NH:32][C:31]([O:30][C:26]([CH3:27])([CH3:28])[CH3:29])=[O:38])[CH2:7][CH2:6]2. Reactants: C(C)(C)(C)OC(=O)N1CCN(CC1)CC1=CC(=CC=C1)C1=NC2=C(C=CC=C2C=C1)NC(=O)C=1N=CSC1 (Tert-butyl-4-(3-(8-(thiazole-4-carboxamido)quinolin-2-yl)benzyl)piperazine-1-carboxylate), C(=O)(C(F)(F)F)O (TFA), C(Cl)Cl (CH2Cl2). Product: Cl.N1(CCNCC1)CC=1C=C(C=CC1)C1=NC2=C(C=CC=C2C=C1)NC(=O)C=1N=CSC1 (N-(2-(3-(piperazin-1-ylmethyl)phenyl)quinolin-8-yl)thiazole-4-carboxamide Hydrochloride). Isolated yield 32.0%. RXN SMILES: C(OC([N:8]1[CH2:13][CH2:12][N:11]([CH2:14][C:15]2[CH:20]=[CH:19][CH:18]=[C:17]([C:21]3[CH:30]=[CH:29][C:28]4[C:23](=[C:24]([NH:31][C:32]([C:34]5[N:35]=[CH:36][S:37][CH:38]=5)=[O:33])[CH:25]=[CH:26][CH:27]=4)[N:22]=3)[CH:16]=2)[CH2:10][CH2:9]1)=O)(C)(C)C.C(O)(C(F)(F)F)=O.C(Cl)[Cl:47]>>[ClH:47].[N:11]1([CH2:14][C:15]2[CH:16]=[C:17]([C:21]3[CH:30]=[CH:29][C:28]4[C:23](=[C:24]([NH:31][C:32]([C:34]5[N:35]=[CH:36][S:37][CH:38]=5)=[O:33])[CH:25]=[CH:26][CH:27]=4)[N:22]=3)[CH:18]=[CH:19][CH:20]=2)[CH2:10][CH2:9][NH:8][CH2:13][CH2:12]1 |f:3.4|. Procedure: Tert-butyl-4-(3-(8-(thiazole-4-carboxamido)quinolin-2-yl)benzyl)piperazine-1-carboxylate from above was treated with a mixture of 25% TFA in CH2Cl2 for 18 hours, concentrated to dryness. The residue was suspended in CH2Cl2, washed with aqueous NaHCO3 (sat.), dried (Na2SO4) and concentrated. The resulting residue was diluted in a minimal amount of dioxane, treated with a slight excess of HCl in methanol, followed by diethyl ether. The resulting HCl salt of N-(2-(3-(piperazin-1-ylmethyl)phenyl)qui...